This data is from the Open Reaction Database (ORD), a public repository of structured organic reaction records. The task is: describe an organic reaction: reactants, conditions, products, and yield Reactants: C1COCCN1, CC#N, CCN(C(C)C)C(C)C, CS(=O)(=O)OCCC1CCc2c(sc3ncnc(Nc4ccc(OCc5ccccn5)c(Cl)c4)c23)C1. Yields the product Clc1cc(Nc2ncnc3sc4c(c23)CCC(CCN2CCOCC2)C4)ccc1OCc1ccccn1. As a reaction SMILES: [CH2:1]1[CH2:2][O:3][CH2:4][CH2:5][NH:6]1.[CH3:52][C:53]#[N:54].[CH:43]([N:44]([CH2:45][CH3:46])[CH:47]([CH3:48])[CH3:49])([CH3:50])[CH3:51].[Cl:7][c:8]1[cH:9][c:10]([NH:22][c:23]2[c:24]3[c:25]([n:26][cH:27][n:28]2)[s:29][c:30]2[c:31]3[CH2:32][CH2:33][CH:34]([CH2:36][CH2:37][O:38][S:39]([CH3:40])(=[O:41])=[O:42])[CH2:35]2)[cH:11][cH:12][c:13]1[O:14][CH2:15][c:16]1[n:17][cH:18][cH:19][cH:20][cH:21]1>>[CH2:1]1[CH2:2][O:3][CH2:4][CH2:5][N:6]1[CH2:37][CH2:36][CH:34]1[CH2:33][CH2:32][c:31]2[c:24]3[c:23]([NH:22][c:10]4[cH:9][c:8]([Cl:7])[c:13]([O:14][CH2:15][c:16]5[n:17][cH:18][cH:19][cH:20][cH:21]5)[cH:12][cH:11]4)[n:28][cH:27][n:26][c:25]3[s:29][c:30]2[CH2:35]1. The reactants are CC(CCOC1=C2C(C=C(SC2=C(C=C1)CCC)C(=O)O)=O)C (5-(3-methylbutoxy)-8-propyl-1-thiachromone-2-carboxylic acid), C([O-])(O)=O.[Na+] (sodium bicarbonate). The solvent is O (water). Product: [Na+].CC(CCOC1=C2C(C=C(SC2=C(C=C1)CCC)C(=O)[O-])=O)C (5-(3-methylbutoxy)-8-propyl-1-thiachromone-2-carboxylic acid sodium salt). RXN SMILES: [CH3:1][CH:2]([CH3:23])[CH2:3][CH2:4][O:5][C:6]1[CH:15]=[CH:14][C:13]([CH2:16][CH2:17][CH3:18])=[C:12]2[C:7]=1[C:8](=[O:22])[CH:9]=[C:10]([C:19]([OH:21])=[O:20])[S:11]2.C(=O)(O)[O-].[Na+:28]>O>[Na+:28].[CH3:23][CH:2]([CH3:1])[CH2:3][CH2:4][O:5][C:6]1[CH:15]=[CH:14][C:13]([CH2:16][CH2:17][CH3:18])=[C:12]2[C:7]=1[C:8](=[O:22])[CH:9]=[C:10]([C:19]([O-:21])=[O:20])[S:11]2 |f:1.2,4.5|. Procedure details: 5.9 Parts of 5-(3-methylbutoxy)-8-propyl-1-thiachromone-2-carboxylic acid was reacted with 1.83 parts of sodium bicarbonate in 50 parts of water. The resulting yellowish solution was freeze dried to give 5.7 parts of 5-(3-methylbutoxy)-8-propyl-1-thiachromone-2-carboxylic acid sodium salt. Starting materials: COc1cc(C(=O)O)ccc1OCCCCl, ClCCl, O=S(Cl)Cl. The product is COc1cc(C(=O)Cl)ccc1OCCCCl. As a reaction SMILES: [Cl:1][CH2:2][CH2:3][CH2:4][O:5][c:6]1[c:7]([O:15][CH3:16])[cH:8][c:9]([C:10](=[O:11])[OH:12])[cH:13][cH:14]1.[Cl:21][CH2:22][Cl:23].[S:17]([Cl:18])([Cl:19])=[O:20]>>[Cl:1][CH2:2][CH2:3][CH2:4][O:5][c:6]1[c:7]([O:15][CH3:16])[cH:8][c:9]([C:10](=[O:11])[Cl:19])[cH:13][cH:14]1. Starting materials: COC(=O)c1ccccc1CBr, CCCCCCCN(Cc1cccc(OC)c1OC)C(=O)CCc1ccc(O)cc1, CC#N. Yields the product CCCCCCCN(Cc1cccc(OC)c1OC)C(=O)CCc1ccc(OCc2ccccc2C(=O)OC)cc1. RXN SMILES: [Br:31][CH2:32][c:33]1[c:34]([C:35](=[O:36])[O:37][CH3:38])[cH:39][cH:40][cH:41][cH:42]1.[CH3:1][O:2][c:3]1[c:4]([CH2:5][N:6]([C:7]([CH2:8][CH2:9][c:10]2[cH:11][cH:12][c:13]([OH:16])[cH:14][cH:15]2)=[O:17])[CH2:18][CH2:19][CH2:20][CH2:21][CH2:22][CH2:23][CH3:24])[cH:25][cH:26][cH:27][c:28]1[O:29][CH3:30].[CH3:43][C:44]#[N:45]>>[CH3:1][O:2][c:3]1[c:4]([CH2:5][N:6]([C:7]([CH2:8][CH2:9][c:10]2[cH:11][cH:12][c:13]([O:16][CH2:32][c:33]3[c:34]([C:35](=[O:36])[O:37][CH3:38])[cH:39][cH:40][cH:41][cH:42]3)[cH:14][cH:15]2)=[O:17])[CH2:18][CH2:19][CH2:20][CH2:21][CH2:22][CH2:23][CH3:24])[cH:25][cH:26][cH:27][c:28]1[O:29][CH3:30]. The reactants are CCCCCCCCCCCCCCCCCC(=O)OCC([C@@H]1[C@@H]([C@H](CO1)O)O)O (sorbitan monostearate). Solvent: O (H2O). Product: CCCCCCCCCCCC(=O)OCC([C@@H]1[C@@H]([C@H](CO1)O)O)O (sorbitan monolaurate). As a reaction SMILES: CCCCCC[CH2:7][CH2:8][CH2:9][CH2:10][CH2:11][CH2:12][CH2:13][CH2:14][CH2:15][CH2:16][CH2:17][C:18]([O:20][CH2:21][CH:22]([OH:30])[C@H:23]1[O:27][CH2:26][C@H:25]([OH:28])[C@H:24]1[OH:29])=[O:19]>O>[CH3:7][CH2:8][CH2:9][CH2:10][CH2:11][CH2:12][CH2:13][CH2:14][CH2:15][CH2:16][CH2:17][C:18]([O:20][CH2:21][CH:22]([OH:30])[C@H:23]1[O:27][CH2:26][C@H:25]([OH:28])[C@H:24]1[OH:29])=[O:19]. Procedure details: sorbitan monostearate-30% in H2O Starting materials: COc1ccc(C(C)C(=O)N2C(=O)OCC2Cc2ccccc2)cc1, C1CCOC1, CCOC(C)=O, [Li+], [Li+], [O-]O, [OH-], O, O, OO. Product: COc1ccc(C(C)C(=O)O)cc1. As a reaction SMILES: [CH2:1]([CH:2]1[CH2:3][O:4][C:5](=[O:6])[N:7]1[C:14]([CH:15]([CH3:16])[c:17]1[cH:18][cH:19][c:20]([O:23][CH3:24])[cH:21][cH:22]1)=[O:25])[c:8]1[cH:9][cH:10][cH:11][cH:12][cH:13]1.[CH2:34]1[O:35][CH2:36][CH2:37][CH2:38]1.[CH3:40][CH2:41][O:42][C:43](=[O:44])[CH3:45].[Li+:28].[Li+:30].[O-:26][OH:27].[OH-:29].[OH2:31].[OH2:39].[OH:32][OH:33]>>[C:14]([CH:15]([CH3:16])[c:17]1[cH:18][cH:19][c:20]([O:23][CH3:24])[cH:21][cH:22]1)([OH:25])=[O:26]. Reactants: Cl.Cl.NC1=CC(=C(C(=O)NCC2CCNCC2)C=C1Cl)OC (4-Amino-5-chloro-2-methoxy-N-(piperidin-4-ylmethyl)benzamide dihydrochloride), C([O-])([O-])=O.[K+].[K+] (potassium carbonate), BrCCCCCC(=O)C1=CC2=CC=CC=C2C=C1 (6-bromo-1-(2-naphthyl)-1-hexanone). The product is NC1=CC(=C(C(=O)NCC2CCN(CC2)CCCCCC(=O)C2=CC3=CC=CC=C3C=C2)C=C1Cl)OC (4-amino-5-chloro-N-((1-(6-(2-naphthyl)-6-oxohexyl)piperidin-4-yl)methyl)-2-methoxybenzamide). The yield is 37.9%. RXN SMILES: Cl.Cl.[NH2:3][C:4]1[C:19]([Cl:20])=[CH:18][C:7]([C:8]([NH:10][CH2:11][CH:12]2[CH2:17][CH2:16][NH:15][CH2:14][CH2:13]2)=[O:9])=[C:6]([O:21][CH3:22])[CH:5]=1.C(=O)([O-])[O-].[K+].[K+].Br[CH2:30][CH2:31][CH2:32][CH2:33][CH2:34][C:35]([C:37]1[CH:46]=[CH:45][C:44]2[C:39](=[CH:40][CH:41]=[CH:42][CH:43]=2)[CH:38]=1)=[O:36]>>[NH2:3][C:4]1[C:19]([Cl:20])=[CH:18][C:7]([C:8]([NH:10][CH2:11][CH:12]2[CH2:13][CH2:14][N:15]([CH2:30][CH2:31][CH2:32][CH2:33][CH2:34][C:35]([C:37]3[CH:46]=[CH:45][C:44]4[C:39](=[CH:40][CH:41]=[CH:42][CH:43]=4)[CH:38]=3)=[O:36])[CH2:16][CH2:17]2)=[O:9])=[C:6]([O:21][CH3:22])[CH:5]=1 |f:0.1.2,3.4.5|. Procedure details: 4-Amino-5-chloro-2-methoxy-N-(piperidin-4-ylmethyl)benzamide dihydrochloride (0.75 g) as starting compound, potassium carbonate (2.0 g) and 6-bromo-1-(2-naphthyl)-1-hexanone (0.80 g) were reacted and treated in the same manner as in Example 172 to give 0.40 g of 4-amino-5-chloro-N-((1-(6-(2-naphthyl)-6-oxohexyl)piperidin-4-yl)methyl)-2-methoxybenzamide.